This data is from the Open Reaction Database (ORD), a public repository of structured organic reaction records. The task is: describe an organic reaction: reactants, conditions, products, and yield The reactants are C(C)(=O)N1CCC(CC1)CCC(=O)O (3-(1-acetylpiperidin-4-yl)propionic acid), S(=O)(Cl)Cl (thionyl chloride). Reaction conditions: time 5 minute. Yields the product C(C)(=O)N1CCC(CC1)CCC(=O)Cl (3-(1-acetylpiperidin-4-yl)propionyl chloride). As a reaction SMILES: [C:1]([N:4]1[CH2:9][CH2:8][CH:7]([CH2:10][CH2:11][C:12]([OH:14])=O)[CH2:6][CH2:5]1)(=[O:3])[CH3:2].S(Cl)([Cl:17])=O>>[C:1]([N:4]1[CH2:9][CH2:8][CH:7]([CH2:10][CH2:11][C:12]([Cl:17])=[O:14])[CH2:6][CH2:5]1)(=[O:3])[CH3:2]. Procedure details: To 100 ml of thionyl chloride was added 26 g of 3-(1-acetylpiperidin-4-yl)propionic acid, obtained in Reference Example 1-(2), in small portions with ice-cooling. The mixture was stirred for 5 minutes, after which the excess thionyl chloride was distilled off and the solid residue was washed with diethyl ether to give 26.4 g of 3-(1-acetylpiperidin-4-yl)propionyl chloride as a pale yellow powder. Starting materials: Cl (hydrochloric acid), N(C(=O)C)C1=CC2=C(OCCCO2)C=C1[N+](=O)[O-] (7-acetamino-8-nitro-3,4-dihydro-2H-1,5-benzodioxepine). Run in CO (methanol), CO (methanol). Reaction conditions: time 8 hour. Yields the product NC1=CC2=C(OCCCO2)C=C1[N+](=O)[O-] (7-amino-8-nitro-3,4-dihydro-1H-1,5-benzodioxepine). Isolated yield 91.6%. Reaction SMILES: Cl.[NH:2]([C:6]1[C:16]([N+:17]([O-:19])=[O:18])=[CH:15][C:9]2[O:10][CH2:11][CH2:12][CH2:13][O:14][C:8]=2[CH:7]=1)C(C)=O>CO>[NH2:2][C:6]1[C:16]([N+:17]([O-:19])=[O:18])=[CH:15][C:9]2[O:10][CH2:11][CH2:12][CH2:13][O:14][C:8]=2[CH:7]=1. Reported procedure: 400 ml of 4N hydrochloric acid in methanol were added dropwise at reflux temperature to 22.4 g of 7-acetamino-8-nitro-3,4-dihydro-2H-1,5-benzodioxepine in 2000 ml of methanol, then the mixture was boiled overnight. After evaporation, the residue was taken up in methylene chloride, washed with 2N soda and twice with water, dried over sodium sulfate and again evaporated. The crude product was recrystallized from alcohol. 17.1 g (92.0% of theory) of 7-amino-8-nitro-3,4-dihydro-1H-1,5-benzodioxepine... Reactants: N1C[C@@H](CC1)NC1=NC=CC=C1C=1N=C2C(=NC1)N(C=C2)COCC[Si](C)(C)C ((R)-pyrrolidin-3-yl-{3-[5-(2-trimethylsilanyl-ethoxymethyl)-5H-pyrrolo[2,3-b]pyrazin-2-yl]-pyridin-2-yl}-amine), CC(C)S(=O)(=O)Cl (propane-2-sulfonyl chloride). Procedure: [(R)-1-(Propane-2-sulfonyl)-pyrrolidin-3-yl]-{3-[5-(2-trimethylsilanyl-ethoxymethyl)-5H-pyrrolo[2,3-b]pyrazin-2-yl]-pyridin-2-yl}-amine was prepared from (R)-pyrrolidin-3-yl-{3-[5-(2-trimethylsilanyl-ethoxymethyl)-5H-pyrrolo[2,3-b]pyrazin-2-yl]-pyridin-2-yl}-amine and propane-2-sulfonyl chloride, following the general synthetic procedures described in the above Examples. Product: CC(C)S(=O)(=O)N1C[C@@H](CC1)NC1=NC=CC=C1C=1N=C2C(=NC1)N(C=C2)COCC[Si](C)(C)C ([(R)-1-(Propane-2-sulfonyl)-pyrrolidin-3-yl]-{3-[5-(2-trimethylsilanyl-ethoxymethyl)-5H-pyrrolo[2,3-b]pyrazin-2-yl]-pyridin-2-yl}-amine). RXN SMILES: [NH:1]1[CH2:5][CH2:4][C@@H:3]([NH:6][C:7]2[C:12]([C:13]3[N:14]=[C:15]4[CH:21]=[CH:20][N:19]([CH2:22][O:23][CH2:24][CH2:25][Si:26]([CH3:29])([CH3:28])[CH3:27])[C:16]4=[N:17][CH:18]=3)=[CH:11][CH:10]=[CH:9][N:8]=2)[CH2:2]1.[CH3:30][CH:31]([S:33](Cl)(=[O:35])=[O:34])[CH3:32]>>[CH3:30][CH:31]([S:33]([N:1]1[CH2:5][CH2:4][C@@H:3]([NH:6][C:7]2[C:12]([C:13]3[N:14]=[C:15]4[CH:21]=[CH:20][N:19]([CH2:22][O:23][CH2:24][CH2:25][Si:26]([CH3:29])([CH3:28])[CH3:27])[C:16]4=[N:17][CH:18]=3)=[CH:11][CH:10]=[CH:9][N:8]=2)[CH2:2]1)(=[O:35])=[O:34])[CH3:32]. The reactants are COC(=O)C1(CCN(CC1)OC)N(C(CC1=C(C=C(C=C1C)C)C)=O)O (4-{hydroxy-[2-(2,4,6-trimethyl-phenyl)-acetyl]-amino}-1-methoxy-piperidine-4-carboxylic acid methyl ester), O1CCC=C1 (2,3-dihydro-furan), O.C1(=CC=C(C=C1)S(=O)(=O)O)C (p-toluenesulfonic acid monohydrate). The solvent is ClCCl (dichloromethane). Yields the product COC(=O)C1(CCN(CC1)OC)N(C(CC1=C(C=C(C=C1C)C)C)=O)OC1OCCC1 (1-methoxy-4-{(tetrahydro-furan-2-yloxy)-[2-(2,4,6-trimethyl-phenyl)-acetyl]-amino}-piperidine-4-carboxylic acid methyl ester). As a reaction SMILES: [CH3:1][O:2][C:3]([C:5]1([N:13]([OH:26])[C:14](=[O:25])[CH2:15][C:16]2[C:21]([CH3:22])=[CH:20][C:19]([CH3:23])=[CH:18][C:17]=2[CH3:24])[CH2:10][CH2:9][N:8]([O:11][CH3:12])[CH2:7][CH2:6]1)=[O:4].[O:27]1[CH:31]=[CH:30][CH2:29][CH2:28]1.O.C1(C)C=CC(S(O)(=O)=O)=CC=1>ClCCl>[CH3:1][O:2][C:3]([C:5]1([N:13]([O:26][CH:28]2[CH2:29][CH2:30][CH2:31][O:27]2)[C:14](=[O:25])[CH2:15][C:16]2[C:17]([CH3:24])=[CH:18][C:19]([CH3:23])=[CH:20][C:21]=2[CH3:22])[CH2:6][CH2:7][N:8]([O:11][CH3:12])[CH2:9][CH2:10]1)=[O:4] |f:2.3|. Procedure details: To a solution of 4-{hydroxy-[2-(2,4,6-trimethyl-phenyl)-acetyl]-amino}-1-methoxy-piperidine-4-carboxylic acid methyl ester (compound P3ii.3 obtained in analogy to preparation example 11, step 4) (70 g, 192.1 mmol) in dichloromethane (1500 ml) under argon atmosphere was added 2,3-dihydro-furan (29.1 ml, 26.9 g, 384.1 mmol) and a catalytic amount of p-toluenesulfonic acid monohydrate (1.94 g, 19.2 mmol). The reaction mixture was stirred at reflux for 7 hours, filtered and concentrated. The residue... Reactants: ClC1=CC=C(C=N1)S(=O)(=O)N1C[C@]2(CC3=C(C=C2CC1)N(N=C3)C3=CC=C(C=C3)F)C(=O)C=3SC=CN3 ((R)-(6-((6-chloropyridin-3-yl)sulfonyl)-1-(4-fluorophenyl)-4,4a,5,6,7,8-hexahydro-1H-pyrazolo[3,4-g]isoquinolin-4a-yl)(thiazol-2-yl)methanone), F[C@H]1CNCC1 ((R)-3-fluoropyrrolidine), Cl (HCl). The solvent is CN(C=O)C (N,N-dimethylformamide). Run at time 2 hour. The product is FC1=CC=C(C=C1)N1N=CC2=C1C=C1CCN(C[C@]1(C2)C(=O)C=2SC=CN2)S(=O)(=O)C=2C=NC(=CC2)N2C[C@@H](CC2)F (((R)-1-(4-fluorophenyl)-6-((6-((R)-3-fluoropyrrolidin-1-yl)pyridin-3-yl)sulfonyl)-4,4a,5,6,7,8-hexahydro-1H-pyrazolo[3,4-g]isoquinolin-4a-yl)(thiazol-2-yl)methanone). RXN SMILES: Cl[C:2]1[N:7]=[CH:6][C:5]([S:8]([N:11]2[CH2:20][CH2:19][C:18]3[C@:13]([C:31]([C:33]4[S:34][CH:35]=[CH:36][N:37]=4)=[O:32])([CH2:14][C:15]4[CH:23]=[N:22][N:21]([C:24]5[CH:29]=[CH:28][C:27]([F:30])=[CH:26][CH:25]=5)[C:16]=4[CH:17]=3)[CH2:12]2)(=[O:10])=[O:9])=[CH:4][CH:3]=1.[F:38][C@@H:39]1[CH2:43][CH2:42][NH:41][CH2:40]1.Cl>CN(C)C=O>[F:30][C:27]1[CH:28]=[CH:29][C:24]([N:21]2[C:16]3[CH:17]=[C:18]4[C@:13]([C:31]([C:33]5[S:34][CH:35]=[CH:36][N:37]=5)=[O:32])([CH2:14][C:15]=3[CH:23]=[N:22]2)[CH2:12][N:11]([S:8]([C:5]2[CH:6]=[N:7][C:2]([N:41]3[CH2:42][CH2:43][C@@H:39]([F:38])[CH2:40]3)=[CH:3][CH:4]=2)(=[O:10])=[O:9])[CH2:20][CH2:19]4)=[CH:25][CH:26]=1. Reported procedure: A mixture of (R)-(6-((6-chloropyridin-3-yl)sulfonyl)-1-(4-fluorophenyl)-4,4a,5,6,7,8-hexahydro-1H-pyrazolo[3,4-g]isoquinolin-4a-yl)(thiazol-2-yl)methanone (92 mg, 0.165 mmol) and (R)-3-fluoropyrrolidine.HCl (41.6 mg, 0.331 mmol) in N,N-dimethylformamide (2 mL) was stirred in a sealed vial at 40° C. for 1 hour, then at 55° C. for a further 2 hours. The cooled reaction mixture was then purified directly by preparative HPLC (Waters, Acidic (0.1% Formic acid), Waters X-Select Prep-C18, 5 μm, 19×50 m... Starting materials: ClC1=CC(=C(COC=2C=CC(=NC2)C(C(CN2N=NN=C2)(O)C2=C(C=C(C=C2)F)F)(F)F)C=C1)F (1-(5-(4-Chloro-2-fluorobenzyloxy)pyridin-2-yl)-2-(2,4-difluorophenyl)-1,1-difluoro-3-(1H-tetrazol-1-yl)propan-2-ol), BrCC1=CC=C(C#N)C=C1 (4-(bromomethyl)benzonitrile). Yields the product FC1=C(C=CC(=C1)F)C(C(F)(F)C1=CC=C(C=N1)OCC1=CC=C(C#N)C=C1)(CN1N=NN=C1)O (4-(((6-(2-(2,4-Difluorophenyl)-1,1-difluoro-2-hydroxy-3-(1H-tetrazol-1-yl)propyl)pyridin-3-yl)oxy)methyl)benzonitrile), solid. The yield is 33.0%. Reaction SMILES: Cl[C:2]1[CH:34]=[CH:33][C:5]([CH2:6][O:7][C:8]2[CH:9]=[CH:10][C:11]([C:14]([F:32])([F:31])[C:15]([C:23]3[CH:28]=[CH:27][C:26]([F:29])=[CH:25][C:24]=3[F:30])([OH:22])[CH2:16][N:17]3[CH:21]=[N:20][N:19]=[N:18]3)=[N:12][CH:13]=2)=[C:4](F)[CH:3]=1.BrCC1C=CC([C:42]#[N:43])=CC=1>>[F:30][C:24]1[CH:25]=[C:26]([F:29])[CH:27]=[CH:28][C:23]=1[C:15]([OH:22])([CH2:16][N:17]1[CH:21]=[N:20][N:19]=[N:18]1)[C:14]([C:11]1[N:12]=[CH:13][C:8]([O:7][CH2:6][C:5]2[CH:4]=[CH:3][C:2]([C:42]#[N:43])=[CH:34][CH:33]=2)=[CH:9][CH:10]=1)([F:32])[F:31]. Reported procedure: Compound 9 was prepared in a similar manner to compound 1 from 4-(bromomethyl)benzonitrile to afford a white solid (80 mg, 33%). 1H NMR (500 MHz, CDCl3): δ 8.73 (s, 1H), 8.24 (s, 1H), 7.72 (d, J=7.5 Hz, 2H), 7.75-7.52 (m, 3H), 7.43 (br s, 1H), 7.39-7.35 (m, 1H), 7.31-7.29 (m, 1H), 6.78-6.74 (m, 1H), 6.70-6.67 (m, 1H), 5.51 (d, J=14.0 Hz, 1H), 5.18 (s, 2H), 5.13 (d, J=14.0 Hz, 1H). MS (ESI): m/z 485 [M+1]. HPLC: 97.12%.